Task: describe an organic reaction: reactants, conditions, products, and yield. Dataset: the Open Reaction Database (ORD), a public repository of structured organic reaction records The reactants are C(C)NC1=NC=C(C=C1)C1=CC=C(C=C1)F (Ethyl-[5-(4-fluoro-phenyl)-pyridin-2-yl]-amine), COC(COC1=C(C=C(C(=C1)OC)SCCC=O)C)=O ([5-Methoxy-2-methyl-4-(3-oxo-propylsulfanyl)-phenoxy]-acetic acid methyl ester), Compound 63C. The product is COC(COC1=C(C=C(C(=C1)OC)SCCCN(C1=NC=C(C=C1)C1=CC=C(C=C1)F)CC)C)=O ([4-(3-{Ethyl-[5-(4-fluoro-phenyl)-pyridin-2-yl]-amino}-propylsulfanyl)-5-methoxy-2-methyl-phenoxy]-acetic acid methyl ester). As a reaction SMILES: [CH2:1]([NH:3][C:4]1[CH:9]=[CH:8][C:7]([C:10]2[CH:15]=[CH:14][C:13]([F:16])=[CH:12][CH:11]=2)=[CH:6][N:5]=1)[CH3:2].[CH3:17][O:18][C:19](=[O:36])[CH2:20][O:21][C:22]1[CH:27]=[C:26]([O:28][CH3:29])[C:25]([S:30][CH2:31][CH2:32][CH:33]=O)=[CH:24][C:23]=1[CH3:35]>>[CH3:17][O:18][C:19](=[O:36])[CH2:20][O:21][C:22]1[CH:27]=[C:26]([O:28][CH3:29])[C:25]([S:30][CH2:31][CH2:32][CH2:33][N:3]([CH2:1][CH3:2])[C:4]2[CH:9]=[CH:8][C:7]([C:10]3[CH:15]=[CH:14][C:13]([F:16])=[CH:12][CH:11]=3)=[CH:6][N:5]=2)=[CH:24][C:23]=1[CH3:35]. Procedure: Compound 70B and Compound 64A were reacted in a manner analogous to Compound 63C to give the title product. MS m/z 499 (M+1). Yields the product S1C2=C(C=C1)C=CC=C2 (benzo[b]thiophene). Run at time 18 hour. The yield is 10.8%. Reaction SMILES: COC1C=CC([C:9]2[S:13][C:12]3[CH:14]=[CH:15][CH:16]=[C:17](OC)[C:11]=3[CH:10]=2)=CC=1.FC1C=C(C=C(F)C=1F)C(Cl)=O.[Al+3].[Cl-].[Cl-].[Cl-].O>C(Cl)Cl.CCOC(C)=O>[S:13]1[CH:9]=[CH:10][C:11]2[CH:17]=[CH:16][CH:15]=[CH:14][C:12]1=2 |f:2.3.4.5|. Procedure details: To a well stirred solution of 2-(4'-methoxyphenyl)-4-methoxybenzo[b]thiophene (0.201 g, 0.74 mmol) and 3,4,5-trifluorobenzoyl chloride (0.288 g, 1.48 mmol) in CH2Cl2 (7 mL) was added AlCl3 (0.304 g, 2.22 mmol) portion-wise over a 15 minute period. After 18 h, water was added, and the product was isolated initially with CH2Cl2 and subsequently by extraction with EtOAc. The organic layers were separately washed sequentially with NaHCO3 and brine and then dried over MgSO4. Purification by flash chr... Reactants: O (water), COC1=CC=C(C=C1)C1=CC2=C(S1)C=CC=C2OC (2-(4'-methoxyphenyl)-4-methoxybenzo[b]thiophene), FC=1C=C(C(=O)Cl)C=C(C1F)F (3,4,5-trifluorobenzoyl chloride), [Al+3].[Cl-].[Cl-].[Cl-] (AlCl3). The solvent is C(Cl)Cl (CH2Cl2), CCOC(=O)C (EtOAc), C(Cl)Cl (CH2Cl2). Reported procedure: N-(4-chloro-3-methyl-5-isoxazolyl)-2-[3,4-(methylenedioxy)benzyl]benzo[b]thiophene-3-sulfonamide was prepared in the same manner as described in Example 41. Reaction of 4-chloro-3-methyl-5-aminoisoxazole (0.61 mmoles, 81 mg), NaH (1.5 mmoles), 61 mg), and 2-[3,4-(methylenedioxy)benzyl]benzo[b]thiophene-3-sulfonyl chloride (0.74 mmoles, 0.27 g) in THF (4ml) yielded, after flash chromatography using 50% ethyl acetate/hexanes followed by recrystallization from ethyl acetate and hexanes, 0.23 g (81%... RXN SMILES: [Cl:1][C:2]1[C:3]([CH3:8])=[N:4][O:5][C:6]=1[NH2:7].[H-].[Na+].[CH2:11]1[O:33][C:32]2[CH:31]=[CH:30][C:15]([CH2:16][C:17]3[S:21][C:20]4[CH:22]=[CH:23][CH:24]=[CH:25][C:19]=4[C:18]=3[S:26](Cl)(=[O:28])=[O:27])=[CH:14][C:13]=2[O:12]1>C1COCC1>[Cl:1][C:2]1[C:3]([CH3:8])=[N:4][O:5][C:6]=1[NH:7][S:26]([C:18]1[C:19]2[CH:25]=[CH:24][CH:23]=[CH:22][C:20]=2[S:21][C:17]=1[CH2:16][C:15]1[CH:30]=[CH:31][C:32]2[O:33][CH2:11][O:12][C:13]=2[CH:14]=1)(=[O:28])=[O:27] |f:1.2|. The solvent is C1CCOC1 (THF). Product: ClC=1C(=NOC1NS(=O)(=O)C=1C2=C(SC1CC1=CC3=C(C=C1)OCO3)C=CC=C2)C (N-(4-chloro-3-methyl-5-isoxazolyl)-2-[3,4-(methylenedioxy)benzyl]benzo[b]thiophene-3-sulfonamide). Reactants: ethyl acetate hexanes, ClC=1C(=NOC1N)C (4-chloro-3-methyl-5-aminoisoxazole), [H-].[Na+] (NaH), C1OC=2C=C(CC3=C(C4=C(S3)C=CC=C4)S(=O)(=O)Cl)C=CC2O1 (2-[3,4-(methylenedioxy)benzyl]benzo[b]thiophene-3-sulfonyl chloride). The reactants are CC(=O)Nc1ccc(S(N)(=O)=O)c(F)c1, [Na+], [OH-], O. Product: Nc1ccc(S(N)(=O)=O)c(F)c1. RXN SMILES: [C:1](=[O:2])([CH3:3])[NH:4][c:5]1[cH:6][c:7]([F:15])[c:8]([S:11](=[O:12])(=[O:13])[NH2:14])[cH:9][cH:10]1.[Na+:17].[OH-:16].[OH2:18]>>[NH2:4][c:5]1[cH:6][c:7]([F:15])[c:8]([S:11](=[O:12])(=[O:13])[NH2:14])[cH:9][cH:10]1. Starting materials: COCCOC, CCOC(=O)c1cn(C(COc2ccc(Cl)c(Cl)c2)C(C)O)cn1, [NH4+], [OH-]. Product: CC(O)C(COc1ccc(Cl)c(Cl)c1)n1cnc(C(N)=O)c1. RXN SMILES: [CH3:27][O:28][CH2:29][CH2:30][O:31][CH3:32].[Cl:1][c:2]1[cH:3][c:4]([O:5][CH2:6][CH:7]([CH:8]([CH3:9])[OH:10])[n:11]2[cH:12][n:13][c:14]([C:16](=[O:17])[O:18][CH2:19][CH3:20])[cH:15]2)[cH:21][cH:22][c:23]1[Cl:24].[NH4+:25].[OH-:26]>>[Cl:1][c:2]1[cH:3][c:4]([O:5][CH2:6][CH:7]([CH:8]([CH3:9])[OH:10])[n:11]2[cH:12][n:13][c:14]([C:16](=[O:17])[NH2:25])[cH:15]2)[cH:21][cH:22][c:23]1[Cl:24]. Reactants: O=C([O-])O, NC(=O)c1cnc(Cl)nc1NCc1ccccc1, C1CCOC1, Nc1ccccc1, [Na+]. Product: NC(=O)c1cnc(Nc2ccccc2)nc1NCc1ccccc1. RXN SMILES: [C:26](=[O:27])([OH:28])[O-:29].[CH2:1]([c:2]1[cH:3][cH:4][cH:5][cH:6][cH:7]1)[NH:8][c:9]1[n:10][c:11]([Cl:18])[n:12][cH:13][c:14]1[C:15](=[O:16])[NH2:17].[CH2:31]1[O:32][CH2:33][CH2:34][CH2:35]1.[NH2:19][c:20]1[cH:21][cH:22][cH:23][cH:24][cH:25]1.[Na+:30]>>[CH2:1]([c:2]1[cH:3][cH:4][cH:5][cH:6][cH:7]1)[NH:8][c:9]1[n:10][c:11]([NH:19][c:20]2[cH:21][cH:22][cH:23][cH:24][cH:25]2)[n:12][cH:13][c:14]1[C:15](=[O:16])[NH2:17]. Starting materials: NC1=C(C(=NN1C(C)CCCCCC)C)C(=O)N (5-amino-3-methyl-1-(2-octyl)-1H-pyrazole-4-carboxamide), C1OC=2C=C(C=CC2O1)CC(=O)OC (methyl 3,4-methylenedioxyphenylacetate), CC(C)([O-])C.[K+] (potassium tert-butoxide), C(O)([O-])=O.[Na+] (sodium hydrogen carbonate). The solvent is ClCCl (dichloromethane). The product is C1OC=2C=C(CC=3NC(C4=C(N3)N(N=C4C)C(C)CCCCCC)=O)C=CC2O1 (6-(3,4-Methylenedioxy-benzyl)-1-(2-octyl)-3-methyl-1,5-dihydro-pyrazolo[3,4-d]pyrimidin-4-one). Yield: 13.6%. As a reaction SMILES: [NH2:1][C:2]1[N:6]([CH:7]([CH2:9][CH2:10][CH2:11][CH2:12][CH2:13][CH3:14])[CH3:8])[N:5]=[C:4]([CH3:15])[C:3]=1[C:16]([NH2:18])=[O:17].[CH2:19]1[O:27][C:26]2[CH:25]=[CH:24][C:23]([CH2:28][C:29](OC)=O)=[CH:22][C:21]=2[O:20]1.CC(C)([O-])C.[K+].C(=O)([O-])O.[Na+]>ClCCl>[CH2:19]1[O:27][C:26]2[CH:25]=[CH:24][C:23]([CH2:28][C:29]3[NH:18][C:16](=[O:17])[C:3]4[C:4]([CH3:15])=[N:5][N:6]([CH:7]([CH2:9][CH2:10][CH2:11][CH2:12][CH2:13][CH3:14])[CH3:8])[C:2]=4[N:1]=3)=[CH:22][C:21]=2[O:20]1 |f:2.3,4.5|. Procedure: 10 mg (0.037 mmol) of 5-amino-3-methyl-1-(2-octyl)-1H-pyrazole-4-carboxamide and 30 mg (0.129 mmol) of methyl 3,4-methylenedioxyphenylacetate are refluxed for 6 hours in 0.3 ml of a 0.5M ethanolic potassium tert-butoxide solution. After dichloromethane and saturated aqueous sodium hydrogen carbonate solution have been added, the phases are separated. Purification by chromatography gives 2 mg (16%) of a solid, Rf=0.67 (dichloromethane/methanol=15:1).